This data is from the Open Reaction Database (ORD), a public repository of structured organic reaction records. The task is: describe an organic reaction: reactants, conditions, products, and yield The reactants are FC1=CC=C(C=C1)NC=C(C(=O)OC)C(C=CC1=CC=C(C=C1)NC(=O)C)=O (methyl 2-(4-fluorophenylaminomethylene)-5-(4-acetaminophenyl)-3-oxo-4-pentenoate), ClC=1C(C(=C(C(C1Cl)=O)Cl)Cl)=O (2,3,5,6-tetrachloro-p-benzoquinone), C(C)(=O)O (acetic acid). The solvent is CN(C=O)C (N,N-dimethylformamide), C1=CC=CC=C1 (benzene), C1=CC=CC=C1 (benzene). Yields the product N(C(=O)C)C1=CC=C(C=C1)C=1N(C=C(C(=O)O)C(C1)=O)C1=CC=C(C=C1)F (6-(4-acetaminophenyl)-1-(4-fluorophenyl)-4-oxo-1,4-dihydronicotinic acid). Yield: 82.8%. As a reaction SMILES: [F:1][C:2]1[CH:7]=[CH:6][C:5]([NH:8][CH:9]=[C:10]([C:15](=[O:28])[CH:16]=[CH:17][C:18]2[CH:23]=[CH:22][C:21]([NH:24][C:25]([CH3:27])=[O:26])=[CH:20][CH:19]=2)[C:11]([O:13]C)=[O:12])=[CH:4][CH:3]=1.ClC1C(=O)C(Cl)=C(Cl)C(=O)C=1Cl.C(O)(=O)C>CN(C)C=O.C1C=CC=CC=1>[NH:24]([C:21]1[CH:22]=[CH:23][C:18]([C:17]2[N:8]([C:5]3[CH:6]=[CH:7][C:2]([F:1])=[CH:3][CH:4]=3)[CH:9]=[C:10]([C:15](=[O:28])[CH:16]=2)[C:11]([OH:13])=[O:12])=[CH:19][CH:20]=1)[C:25]([CH3:27])=[O:26]. Reported procedure: In 25 ml of N,N-dimethylformamide was dissolved 2.9 g of methyl 2-(4-fluorophenylaminomethylene)-5-(4-acetaminophenyl)-3-oxo-4-pentenoate, and they are reacted at 140° C. for 2 hours. After completion of the reaction, the solvent was removed by distillation under reduced pressure and the residue was purified by a column chromatography (Wako Silica Gel C-200; eluent: chloroform) to obtain an oily substance. This oily sugstance was dissolved in 30 ml of benzene, followed by dropwise addition there...